The task is: describe an organic reaction: reactants, conditions, products, and yield. This data is from the Open Reaction Database (ORD), a public repository of structured organic reaction records. The reactants are CN(CCCN=C=NCC)C (N-(3-Dimethylaminopropyl)-N′-ethylcarbodiimide), C(C)(C)NC=1C(=CC=CC1)N (N1-isopropylbenzene-1,2-diamine), N(=C=S)C1=CC=C(C(=O)OC)C=C1 (methyl 4-isothiocyanatobenzoate). The product is C(C)(C)N1C(=NC2=C1C=CC=C2)NC2=CC=C(C(=O)OC)C=C2 (methyl 4-(1-isopropyl-1H-benzo[d]imidazol-2-ylamino)benzoate). Isolated yield 58.9%. Solvent: O1CCCC1 (tetrahydrofuran), C(C)(=O)OCC (ethyl acetate). As a reaction SMILES: CN(C)CCCN=C=NCC.[CH:12]([NH:15][C:16]1[C:17]([NH2:22])=[CH:18][CH:19]=[CH:20][CH:21]=1)([CH3:14])[CH3:13].[N:23]([C:26]1[CH:35]=[CH:34][C:29]([C:30]([O:32][CH3:33])=[O:31])=[CH:28][CH:27]=1)=[C:24]=S>O1CCCC1.C(OCC)(=O)C>[CH:12]([N:15]1[C:16]2[CH:21]=[CH:20][CH:19]=[CH:18][C:17]=2[N:22]=[C:24]1[NH:23][C:26]1[CH:35]=[CH:34][C:29]([C:30]([O:32][CH3:33])=[O:31])=[CH:28][CH:27]=1)([CH3:14])[CH3:13]. Procedure details: N-(3-Dimethylaminopropyl)-N′-ethylcarbodiimide (EDC, 206 mg, 1.34 mmol) is added to a solution of N1-isopropylbenzene-1,2-diamine (100 mg, 0.67 mmol) and methyl 4-isothiocyanatobenzoate (138 mg, 0.67 mmol) in tetrahydrofuran. The reaction may be heated to reflux for a time period (for example 2 hours) and cooled to room temperature. The mixture may be diluted with ethyl acetate, filtered and concentrated. The residue may be purified by any method, including Biotage column chromatography to give ... Starting materials: O=C(Cl)C(=O)Cl, ClCCl, Cc1cc(C(=O)O)cnc1N1CCN(c2cc(-c3ccc(F)cc3)nc(N3CCCC3C)n2)C(C)C1, CN(C)C=O. Yields the product Cc1cc(C(N)=O)cnc1N1CCN(c2cc(-c3ccc(F)cc3)nc(N3CCCC3C)n2)C(C)C1. Reaction SMILES: [Cl:37][C:38]([C:39]([Cl:40])=[O:41])=[O:42].[Cl:48][CH2:49][Cl:50].[F:1][c:2]1[cH:3][cH:4][c:5](-[c:8]2[cH:9][c:10]([N:20]3[CH:21]([CH3:36])[CH2:22][N:23]([c:26]4[n:27][cH:28][c:29]([C:30](=[O:31])[OH:32])[cH:33][c:34]4[CH3:35])[CH2:24][CH2:25]3)[n:11][c:12]([N:14]3[CH:15]([CH3:19])[CH2:16][CH2:17][CH2:18]3)[n:13]2)[cH:6][cH:7]1.[O:43]=[CH:44][N:45]([CH3:46])[CH3:47]>>[F:1][c:2]1[cH:3][cH:4][c:5](-[c:8]2[cH:9][c:10]([N:20]3[CH:21]([CH3:36])[CH2:22][N:23]([c:26]4[n:27][cH:28][c:29]([C:30](=[O:31])[NH2:45])[cH:33][c:34]4[CH3:35])[CH2:24][CH2:25]3)[n:11][c:12]([N:14]3[CH:15]([CH3:19])[CH2:16][CH2:17][CH2:18]3)[n:13]2)[cH:6][cH:7]1. Starting materials: toluene para-sulfonyl, compound 14, COC1=C(C=CC=C1)O (methoxyphenol). The solvent is N1=CC=CC=C1 (pyridine). Yields the product C1(=CC=CC=C1)OC1=CC=CC=C1 (diphenylether). Reaction SMILES: [CH3:1][O:2][C:3]1[CH:8]=[CH:7][CH:6]=[CH:5][C:4]=1O>N1C=CC=CC=1>[C:1]1([O:2][C:3]2[CH:8]=[CH:7][CH:6]=[CH:5][CH:4]=2)[CH:7]=[CH:8][CH:3]=[CH:4][CH:5]=1. Reported procedure: A toluene para-sulfonyl derivative of compound 14 was transformed with methoxyphenol in pyridine to give the diphenylether (compound 15) at 75% yield. Catalytic reduction of the nitro groups was carried out quantitatively in ethanol in order to allow the diamino derivative (compound 16) to be tetrazotized at 0° C. The resulting tetrazolium salt was reacted with sodium iodide to give the 3,5-diiodo compound in good yield (compound 17). Due to difficulties with hydrolysis, complete acidolysis of t... Reactants: FC(C(=O)N1C[C@H]2OCCN([C@@H]2CC1)C(=O)OC(C)(C)C)(F)F (trans-tert-butyl 6-(trifluoroacetyl)octahydro-1H-pyrido[3,4-b][1,4]oxazine-1-carboxylate), C(=O)([O-])[O-].[K+].[K+] (K2CO3). Run in CO (MeOH), O (water). Run at time 2 hour. Product: N1(C2C(OCC1)CNCC2)C(=O)OC(C)(C)C (tert-butyl octahydro-1H-pyrido[3,4-b][1,4]oxazine-1-carboxylate). RXN SMILES: FC(F)(F)C([N:5]1[CH2:14][CH2:13][C@@H:12]2[C@H:7]([O:8][CH2:9][CH2:10][N:11]2[C:15]([O:17][C:18]([CH3:21])([CH3:20])[CH3:19])=[O:16])[CH2:6]1)=O.C([O-])([O-])=O.[K+].[K+]>CO.O>[N:11]1([C:15]([O:17][C:18]([CH3:21])([CH3:20])[CH3:19])=[O:16])[CH2:10][CH2:9][O:8][CH:7]2[CH2:6][NH:5][CH2:14][CH2:13][CH:12]12 |f:1.2.3|. Procedure: To a solution of trans-tert-butyl 6-(trifluoroacetyl)octahydro-1H-pyrido[3,4-b][1,4]oxazine-1-carboxylate (70 g, 0.20 mol) in MeOH (160 mL) and water (600 mL) was added K2CO3 (34.2 g, 0.24 mol) in one portion at room temperature. The mixture was stirred for 2 h at room temperature, and then extracted with DCM (200 mL×5). The combined organic layers were concentrated to give tert-butyl octahydro-1H-pyrido[3,4-b][1,4]oxazine-1-carboxylate as a mixture of trans diastereomers. SFC purification affor... Starting materials: [H][H] (hydrogen), [O-2].[Al+3].[O-2].[O-2].[Al+3] (aluminum oxide), C(C1=CC=CC=C1)N([C@@H]1CC[C@@H](CC1)N1CCN(CC1)CC1CC1)CC1=CC=CC=C1 ((cis)-N,N-dibenzyl-4-[4-(cyclopropylmethyl)piperazin-1-yl]cyclohexanamine), C(C)(=O)O (acetic acid). The reagents and catalysts are [Pd] (palladium/carbon). Solvent: mixture, ClCCl (dichloromethane), CO (methanol). Yields the product C1(CC1)CN1CCN(CC1)[C@H]1CC[C@H](CC1)N ((cis)-4-[4-(cyclopropylmethyl)piperazin-1-yl]cyclohexanamine). The yield is 172.0%. RXN SMILES: C([N:8](CC1C=CC=CC=1)[C@H:9]1[CH2:14][CH2:13][C@@H:12]([N:15]2[CH2:20][CH2:19][N:18]([CH2:21][CH:22]3[CH2:24][CH2:23]3)[CH2:17][CH2:16]2)[CH2:11][CH2:10]1)C1C=CC=CC=1.C(O)(=O)C.[H][H].[O-2].[Al+3].[O-2].[O-2].[Al+3]>ClCCl.CO.[Pd]>[CH:22]1([CH2:21][N:18]2[CH2:19][CH2:20][N:15]([C@@H:12]3[CH2:13][CH2:14][C@H:9]([NH2:8])[CH2:10][CH2:11]3)[CH2:16][CH2:17]2)[CH2:23][CH2:24]1 |f:3.4.5.6.7|. Procedure details: (cis)-N,N-Dibenzyl-4-[4-(cyclopropylmethyl)piperazin-1-yl]cyclohexanamine 12d (2.44 g, 5.83 mmol) was dissolved in 30 mL mixture solvent of dichloromethane and methanol (V/V=1:2) followed by the addition of palladium/carbon (1.22 g, 10%) and 0.1 mL acetic acid, filled with hydrogen three times. The reaction mixture was reacted at 3 atmosphere for 12 hours. The resulting solution was added with 4 g alkaline aluminum oxide (200-300 mesh) and filtered. The filtrate was concentrated under reduced pr... Starting materials: three-necked, C(=O)(C(F)(F)F)O (TFA), C(C)(=O)Cl (acetyl chloride), BrC1=CC=C(C=C1)CC(=O)C1=CC=C(C=C1)CCCC (2-(4-bromophenyl)-1-(4-butylphenyl) ethanone). Conditions: time 8 hour. The product is BrC1=CC=C(C=C1)\C=C(\C1=CC=C(C=C1)CCCC)/Cl (1-bromo-4-[(Z)-2-chloro-2-(4-butylphenyl) vinyl] benzene). The yield is 95.0%. As a reaction SMILES: C(O)(C(F)(F)F)=O.C([Cl:11])(=O)C.[Br:12][C:13]1[CH:18]=[CH:17][C:16]([CH2:19][C:20]([C:22]2[CH:27]=[CH:26][C:25]([CH2:28][CH2:29][CH2:30][CH3:31])=[CH:24][CH:23]=2)=O)=[CH:15][CH:14]=1>>[Br:12][C:13]1[CH:18]=[CH:17][C:16](/[CH:19]=[C:20](\[Cl:11])/[C:22]2[CH:27]=[CH:26][C:25]([CH2:28][CH2:29][CH2:30][CH3:31])=[CH:24][CH:23]=2)=[CH:15][CH:14]=1. Procedure details: To a 2 L three-necked flask containing TFA (231 mL, 3.01 mol) and acetyl chloride (171.4 mL, 2.41 mol) was added in one portion 2-(4-bromophenyl)-1-(4-butylphenyl) ethanone (Ve) (100 g; 0.301 mol) at RT. The reaction mixture was stirred at room temperature overnight and work-up was then similar with those described above. The title compound (m=100 g) was obtained in a 95% yield. Melting point: 59-61° C.